From a dataset of the Open Reaction Database (ORD), a public repository of structured organic reaction records. describe an organic reaction: reactants, conditions, products, and yield Reactants: C(CCC)C1=NN=C(N1CC1=CC=C(C=C1)C1=C(C=CC=C1)C#N)SCC1CCCCC1 (3-n-butyl-4-[(2'-cyanobiphenyl-4-yl)methyl]-5-(cyclohexylmethylthio)-4H-1,2,4-triazole), C[Sn](C)(C)N=[N+]=[N-] (trimethyltin azide). Yields the product C(CCC)C1=NN=C(N1CC1=CC=C(C=C1)C1=C(C=CC=C1)C1=NN=NN1)SCC1CCCCC1 (3-n-Butyl-5-(cyclohexylmethylthio)-4-[[2'-(1H-tetrazol-5-yl)biphenyl-4-yl]methyl]-4H-1,2,4-triazole). Isolated yield 60.0%. Reaction SMILES: [CH2:1]([C:5]1[N:9]([CH2:10][C:11]2[CH:16]=[CH:15][C:14]([C:17]3[CH:22]=[CH:21][CH:20]=[CH:19][C:18]=3[C:23]#[N:24])=[CH:13][CH:12]=2)[C:8]([S:25][CH2:26][CH:27]2[CH2:32][CH2:31][CH2:30][CH2:29][CH2:28]2)=[N:7][N:6]=1)[CH2:2][CH2:3][CH3:4].C[Sn]([N:37]=[N+:38]=[N-:39])(C)C>>[CH2:1]([C:5]1[N:9]([CH2:10][C:11]2[CH:16]=[CH:15][C:14]([C:17]3[CH:22]=[CH:21][CH:20]=[CH:19][C:18]=3[C:23]3[NH:39][N:38]=[N:37][N:24]=3)=[CH:13][CH:12]=2)[C:8]([S:25][CH2:26][CH:27]2[CH2:32][CH2:31][CH2:30][CH2:29][CH2:28]2)=[N:7][N:6]=1)[CH2:2][CH2:3][CH3:4]. Procedure details: Reaction of 3-n-butyl-4-[(2'-cyanobiphenyl-4-yl)methyl]-5-(cyclohexylmethylthio)-4H-1,2,4-triazole (Step A) with trimethyltin azide according to the procedure of Example 18, Step B, gave a 60% yield of the title compound as a white solid, mp 89°-91° C., homogeneous by TLC in 4:1 CH2Cl2 --MeOH; mass spectrum (FAB) m/e 488 (M+1)+. Starting materials: ClC1=CC=C(C=C1)B(O)O ((4-chloro-phenyl)-boronic acid), C([O-])([O-])=O.[Na+].[Na+] (sodium carbonate), COC(C1=CN=C(C(=C1)Br)OCC=1N(C=CN1)C)=O (5-Bromo-6-(1-methyl-1H-imidazol-2-ylmethoxy)-nicotinic acid methyl ester). Solvent: C1(=CC=CC=C1)C (toluene). Run at temperature 90 celsius, time 18 hour. Yields the product COC(C1=CN=C(C(=C1)C1=CC=C(C=C1)Cl)OCC=1N(C=CN1)C)=O (5-(4-Chloro-phenyl)-6-(1-methyl-1H-imidazol-2-ylmethoxy)-Nicotinic Acid Methyl Ester). Isolated yield 73.7%. RXN SMILES: [CH3:1][O:2][C:3](=[O:19])[C:4]1[CH:9]=[C:8](Br)[C:7]([O:11][CH2:12][C:13]2[N:14]([CH3:18])[CH:15]=[CH:16][N:17]=2)=[N:6][CH:5]=1.[Cl:20][C:21]1[CH:26]=[CH:25][C:24](B(O)O)=[CH:23][CH:22]=1.C(=O)([O-])[O-].[Na+].[Na+]>C1(C)C=CC=CC=1>[CH3:1][O:2][C:3](=[O:19])[C:4]1[CH:9]=[C:8]([C:24]2[CH:25]=[CH:26][C:21]([Cl:20])=[CH:22][CH:23]=2)[C:7]([O:11][CH2:12][C:13]2[N:14]([CH3:18])[CH:15]=[CH:16][N:17]=2)=[N:6][CH:5]=1 |f:2.3.4|. Procedure details: 5-Bromo-6-(1-methyl-1H-imidazol-2-ylmethoxy)-nicotinic acid methyl ester (0.35 g, 1.1 mmol) was dissolved in toluene (6 mL). To this solution was added (4-chloro-phenyl)-boronic acid (0.17 g, 1.1 mmol), [1,1′-bis(diphenylphosphino)ferrocene]dichloropalladium(II) dichloro-methane complex (43 mg), and 2 N sodium carbonate solution (2 mL). The whole mixture was heated with stirring at 90° C. for 18 h, cooled to room temperature and eluted with ethyl acetate over 10 g ChemElut (Varian). The solvent ... The reactants are O=C([O-])[O-], COc1ccc(CCl)cc1, CC(C)=O, N#Cc1ccc(O)cc1F, [K+], [K+]. Product: COc1ccc(COc2ccc(C#N)c(F)c2)cc1. RXN SMILES: [C:11](=[O:12])([O-:13])[O-:14].[CH3:1][O:2][c:3]1[cH:4][cH:5][c:6]([CH2:7][Cl:8])[cH:9][cH:10]1.[CH3:27][C:28](=[O:29])[CH3:30].[F:17][c:18]1[c:19]([C:20]#[N:21])[cH:22][cH:23][c:24]([OH:26])[cH:25]1.[K+:15].[K+:16]>>[CH3:1][O:2][c:3]1[cH:4][cH:5][c:6]([CH2:7][O:26][c:24]2[cH:23][cH:22][c:19]([C:20]#[N:21])[c:18]([F:17])[cH:25]2)[cH:9][cH:10]1. Starting materials: C(C(=O)Cl)(=O)Cl (oxalyl chloride), CS(=O)C (dimethylsulfoxide), COC1=CC=C2C=CC(=C(C2=C1)C1=CC(=CC=C1)OC)CO (7-Methoxy-1-(3-methoxyphenyl)-2-naphthalenemethanol). Run in ClCCl (dichloromethane). Product: COC1=CC=C2C=CC(=C(C2=C1)C1=CC(=CC=C1)OC)C=O (7-methoxy-1-(3-methoxyphenyl)-2-naphthalenecarboxaldehyde). The yield is 92.1%. Reaction SMILES: [CH3:1][O:2][C:3]1[CH:12]=[C:11]2[C:6]([CH:7]=[CH:8][C:9]([CH2:21][OH:22])=[C:10]2[C:13]2[CH:18]=[CH:17][CH:16]=[C:15]([O:19][CH3:20])[CH:14]=2)=[CH:5][CH:4]=1.C(Cl)(=O)C(Cl)=O.CS(C)=O>ClCCl>[CH3:1][O:2][C:3]1[CH:12]=[C:11]2[C:6]([CH:7]=[CH:8][C:9]([CH:21]=[O:22])=[C:10]2[C:13]2[CH:18]=[CH:17][CH:16]=[C:15]([O:19][CH3:20])[CH:14]=2)=[CH:5][CH:4]=1. Reported procedure: 7-Methoxy-1-(3-methoxyphenyl)-2-naphthalenemethanol (1.75 g) was oxidized using the reagent prepared as in Example 136 from oxalyl chloride (0.62 mL) and dimethylsulfoxide (0.9 mL) in dichloromethane (14 mL). The usual work up furnished 1.6 g of 7-methoxy-1-(3-methoxyphenyl)-2-naphthalenecarboxaldehyde. Reactants: C(C)(C)(C)OC(=O)N1CCN(CC1)C1=NC(=CN=C1)N(CC1=CC(=CC=C1)Cl)C(C)=O (6′-[acetyl-(3-chloro-benzyl)-amino]-2,3,5,6-tetrahydro-[1,2′]bipyrazinyl-4-carboxylic acid tert-butyl ester), FC(C(=O)O)(F)F (trifluoroacetic Acid), C(=O)(O)[O-].[Na+] (NaHCO3). Run in C(Cl)Cl (methylene chloride). Product: ClC=1C=C(CN(C(C)=O)C2=CN=CC(=N2)N2CCNCC2)C=CC1 (N-(3-Chloro-benzyl)-N-(3,4,5,6-tetrahydro-2H-[1,2′]bipyrazinyl-6′-yl)-acetamide). Isolated yield 126.3%. As a reaction SMILES: C(OC([N:8]1[CH2:13][CH2:12][N:11]([C:14]2[CH:19]=[N:18][CH:17]=[C:16]([N:20]([C:29](=[O:31])[CH3:30])[CH2:21][C:22]3[CH:27]=[CH:26][CH:25]=[C:24]([Cl:28])[CH:23]=3)[N:15]=2)[CH2:10][CH2:9]1)=O)(C)(C)C.FC(F)(F)C(O)=O.C([O-])(O)=O.[Na+]>C(Cl)Cl>[Cl:28][C:24]1[CH:23]=[C:22]([CH:27]=[CH:26][CH:25]=1)[CH2:21][N:20]([C:16]1[N:15]=[C:14]([N:11]2[CH2:10][CH2:9][NH:8][CH2:13][CH2:12]2)[CH:19]=[N:18][CH:17]=1)[C:29](=[O:31])[CH3:30] |f:2.3|. Reported procedure: To a solution of 6′-[acetyl-(3-chloro-benzyl)-amino]-2,3,5,6-tetrahydro-[1,2′]bipyrazinyl-4-carboxylic acid tert-butyl ester I-5c (27.1 mg, 0.06 mmol) in methylene chloride (1 mL) was added trifluoroacetic Acid (1 mL). The reaction mixture was stirred at room temperature until the reaction was completed. The reaction mixture was poured into saturated NaHCO3 (20 mL) and extracted with methylene chloride (2×15 mL). The organic layers were combined, dried (Na2SO4), filtered, and concentrated to dry... Starting materials: O (Water), [H-].[Na+] (sodium hydride), BrCCCC(C)C (1-bromo-4-methylpentane), C(C)(=O)N(CCCN(C)C)C1=C(C=C(C=C1)C=1OC2=C(C(C1)=O)C(=C(C=C2F)F)N)F (2-[4-[N-acetyl-N-(3-dimethylaminopropyl) amino]-3-fluorophenyl]-5-amino-6,8-difluoro-4H-1-benzopyran-4-one). Run in CN(C=O)C (dimethylformamide). Conditions: time 1 hour. Product: C(C)(=O)N(CCCN(C)C)C1=C(C=C(C=C1)C=1OC2=C(C(C1)=O)C(=C(C=C2F)F)NCCCC(C)C)F (2-[4-[N-acetyl-N-(3-dimethylaminopropyl)amino]-3-fluorophenyl]-6,8-difluoro-5-(4-methylpentylamino)-4H-1-benzopyran-4-one). Isolated yield 49.3%. As a reaction SMILES: [C:1]([N:4]([C:11]1[CH:16]=[CH:15][C:14]([C:17]2[O:18][C:19]3[C:27]([F:28])=[CH:26][C:25]([F:29])=[C:24]([NH2:30])[C:20]=3[C:21](=[O:23])[CH:22]=2)=[CH:13][C:12]=1[F:31])[CH2:5][CH2:6][CH2:7][N:8]([CH3:10])[CH3:9])(=[O:3])[CH3:2].[H-].[Na+].Br[CH2:35][CH2:36][CH2:37][CH:38]([CH3:40])[CH3:39].O>CN(C)C=O>[C:1]([N:4]([C:11]1[CH:16]=[CH:15][C:14]([C:17]2[O:18][C:19]3[C:27]([F:28])=[CH:26][C:25]([F:29])=[C:24]([NH:30][CH2:35][CH2:36][CH2:37][CH:38]([CH3:40])[CH3:39])[C:20]=3[C:21](=[O:23])[CH:22]=2)=[CH:13][C:12]=1[F:31])[CH2:5][CH2:6][CH2:7][N:8]([CH3:9])[CH3:10])(=[O:3])[CH3:2] |f:1.2|. Procedure: 1.01 g (2.33 mmol) of 2-[4-[N-acetyl-N-(3-dimethylaminopropyl) amino]-3-fluorophenyl]-5-amino-6,8-difluoro-4H-1-benzopyran-4-one obtained in Example 127 (2) was dissolved in 20 mL of dimethylformamide under argon atmosphere, 190 mg (4.75 mmol) of sodium hydride (60% oil dispersion) and 0.66 mL (4.7 mmol) of 1-bromo-4-methylpentane were added under ice-cooling and the mixture was stirred at room temperature for 1 hour. Water was added to the reaction solution and mixture was extracted twice with ... Starting materials: CC(CCOC1=NC=C(C#N)C=C1)(C)C (6-(3,3-dimethyl-butoxy)-nicotinonitrile), Cl (HCl). Run in C1CCOC1 (THF), C1CCOC1 (THF). Run at time 8 hour. Yields the product NCC=1C=CC(=NC1)OCCC(C)(C)C (5-Aminomethyl-2-(3,3-dimethyl-butoxy)-pyridine). RXN SMILES: [CH3:1][C:2]([CH3:15])([CH3:14])[CH2:3][CH2:4][O:5][C:6]1[CH:13]=[CH:12][C:9]([C:10]#[N:11])=[CH:8][N:7]=1.Cl>C1COCC1>[NH2:11][CH2:10][C:9]1[CH:12]=[CH:13][C:6]([O:5][CH2:4][CH2:3][C:2]([CH3:15])([CH3:14])[CH3:1])=[N:7][CH:8]=1. Procedure: Dissolve 6-(3,3-dimethyl-butoxy)-nicotinonitrile (1.4 g, 6.86 mmol) in anhydrous THF (10 mL) under nitrogen and add 1M BH3-THF complex in THF (20.6 mL, 20.6 mmol). Stir the mixture overnight under nitrogen and then pour the reaction carefully into 5N aqueous HCl (20 mL). Stir the resulting suspension for 6 h at room temperature. Then basify by adding 2N aqueous Reactants: C(C1=CC=CC=C1)(=O)C1=C(C(=O)O)C=CC=C1 (2-benzoylbenzoic acid), BrC1=CC2=C(NN=N2)C=C1 (5-bromobenzotriazole). Run in C=1(C(=CC=CC1)C)C (xylene). The product is C1(=CC=CC=C1)C1(OC(=O)C2=CC=CC=C12)N1N=NC2=C1C=CC(=C2)Br (3-phenyl-3-(5-bromo-1-benzotriazolyl)phthalide). RXN SMILES: [C:1]([C:9]1[CH:17]=[CH:16][CH:15]=[CH:14][C:10]=1[C:11]([OH:13])=O)(=[O:8])[C:2]1[CH:7]=[CH:6][CH:5]=[CH:4][CH:3]=1.[Br:18][C:19]1[CH:27]=[CH:26][C:22]2[NH:23][N:24]=[N:25][C:21]=2[CH:20]=1>C1(C)C(C)=CC=CC=1>[C:2]1([C:1]2([N:23]3[C:22]4[CH:26]=[CH:27][C:19]([Br:18])=[CH:20][C:21]=4[N:25]=[N:24]3)[C:9]3[C:10](=[CH:14][CH:15]=[CH:16][CH:17]=3)[C:11](=[O:13])[O:8]2)[CH:3]=[CH:4][CH:5]=[CH:6][CH:7]=1. Reported procedure: 10.0 g (0.04 mol.) of commercial 2-benzoylbenzoic acid and 7.8 g (0.04 mol.) of 5-bromobenzotriazole were added to 300 ml of dried xylene, and refluxed for 8 hours as heat was applied thereto by means of the dehydration-reflexing apparatus. After cooling, the insoluble material was filtered off with suction, and the filtrate was concentrated to obtain 12.4 g of oily substance. This oily substance was separated and purified by flash column chromatography (silica gel: 400 g, eluate: hexane-ethyl a...